From a dataset of the Open Reaction Database (ORD), a public repository of structured organic reaction records. describe an organic reaction: reactants, conditions, products, and yield The reactants are CS(=O)(=O)OS(=O)(=O)C (methanesulfonic acid anhydride), ClC1=CC=C(C=C1)C1=CC=C(C=C1)C(=O)[N-]C[C@@H](C1=CC=CC=C1)O (4'-chlorobiphenyl-4-carbonyl-[2(R)-hydroxy-2-phenylethyl]amide), C(C)(=O)OCC (ethyl acetate), C(O)([O-])=O.[Na+] (sodium hydrogencarbonate). Solvent: ClCCl (dichloromethane), N1=CC=CC=C1 (pyridine). Conditions: time 16 hour. The product is ClC1=CC=C(C=C1)C1=CC=C(C=C1)C=1O[C@H](CN1)C1=CC=CC=C1 (2-(4'-Chlorobiphenyl-4-yl)-5(S)-phenyl-4,5-dihydro-oxazole). RXN SMILES: [Cl:1][C:2]1[CH:7]=[CH:6][C:5]([C:8]2[CH:13]=[CH:12][C:11]([C:14]([N-:16][CH2:17][C@H:18](O)[C:19]3[CH:24]=[CH:23][CH:22]=[CH:21][CH:20]=3)=[O:15])=[CH:10][CH:9]=2)=[CH:4][CH:3]=1.CS(OS(C)(=O)=O)(=O)=O.C(OCC)(=O)C.C(=O)([O-])O.[Na+]>N1C=CC=CC=1.ClCCl>[Cl:1][C:2]1[CH:7]=[CH:6][C:5]([C:8]2[CH:9]=[CH:10][C:11]([C:14]3[O:15][C@@H:18]([C:19]4[CH:20]=[CH:21][CH:22]=[CH:23][CH:24]=4)[CH2:17][N:16]=3)=[CH:12][CH:13]=2)=[CH:4][CH:3]=1 |f:3.4|. Procedure: A solution of 1.24 g of 4'-chlorobiphenyl-4-carbonyl-[2(R)-hydroxy-2-phenylethyl]amide in 20 ml of pyridine is cooled in an ice bath and treated with a solution of 921 mg of methanesulfonic acid anhydride in dichloromethane. The reaction mixture is stirred for additional 16 hours at 5°, ethyl acetate and saturated aqueous sodium hydrogencarbonate are added, the organic layer is separated, dried and concentrated in vacuo. Vacuum flash chromatography on silica gel (toluene/ethyl acetate =3/1) yiel... Starting materials: CCOC(=O)C=P(c1ccccc1)(c1ccccc1)c1ccccc1, C1CCOC1, O=CCCNC(=O)c1[nH]c2ccc(F)cc2c1I. Product: CCOC(=O)C=CCCNC(=O)c1[nH]c2ccc(F)cc2c1I. RXN SMILES: [C:19](=[O:20])([O:21][CH2:22][CH3:23])[CH:24]=[P:25]([c:26]1[cH:27][cH:28][cH:29][cH:30][cH:31]1)([c:32]1[cH:33][cH:34][cH:35][cH:36][cH:37]1)[c:38]1[cH:39][cH:40][cH:41][cH:42][cH:43]1.[CH2:44]1[O:45][CH2:46][CH2:47][CH2:48]1.[O:1]=[CH:2][CH2:3][CH2:4][NH:5][C:6](=[O:7])[c:8]1[nH:9][c:10]2[cH:11][cH:12][c:13]([F:18])[cH:14][c:15]2[c:16]1[I:17]>>[CH:2]([CH2:3][CH2:4][NH:5][C:6](=[O:7])[c:8]1[nH:9][c:10]2[cH:11][cH:12][c:13]([F:18])[cH:14][c:15]2[c:16]1[I:17])=[CH:24][C:19](=[O:20])[O:21][CH2:22][CH3:23]. Reactants: CC(C)(C)OC(=O)N1CCOc2c(Br)cccc2C1, COCCOC, [Na+], [Na+], O=C([O-])[O-], O, c1ccc(P(c2ccccc2)(c2ccccc2)[Pd](P(c2ccccc2)(c2ccccc2)c2ccccc2)(P(c2ccccc2)(c2ccccc2)c2ccccc2)P(c2ccccc2)(c2ccccc2)c2ccccc2)cc1. Yields the product C=Cc1cccc2c1OCCN(C(=O)OC(C)(C)C)C2. As a reaction SMILES: [Br:1][c:2]1[cH:3][cH:4][cH:5][c:6]2[c:12]1[O:11][CH2:10][CH2:9][N:8]([C:13](=[O:14])[O:15][C:16]([CH3:17])([CH3:18])[CH3:19])[CH2:7]2.[CH2:27]([CH2:30][O:28][CH3:29])[O:31][CH3:32].[Na+:20].[Na+:21].[O-:22][C:23](=[O:24])[O-:25].[OH2:26].[cH:33]1[cH:34][cH:35][c:36]([P:37]([Pd:38]([P:39]([c:40]2[cH:41][cH:42][cH:43][cH:44][cH:45]2)([c:46]2[cH:47][cH:48][cH:49][cH:50][cH:51]2)[c:52]2[cH:53][cH:54][cH:55][cH:56][cH:57]2)([P:58]([c:59]2[cH:60][cH:61][cH:62][cH:63][cH:64]2)([c:65]2[cH:66][cH:67][cH:68][cH:69][cH:70]2)[c:71]2[cH:72][cH:73][cH:74][cH:75][cH:76]2)[P:77]([c:78]2[cH:79][cH:80][cH:81][cH:82][cH:83]2)([c:84]2[cH:85][cH:86][cH:87][cH:88][cH:89]2)[c:90]2[cH:91][cH:92][cH:93][cH:94][cH:95]2)([c:96]2[cH:97][cH:98][cH:99][cH:100][cH:101]2)[c:102]2[cH:103][cH:104][cH:105][cH:106][cH:107]2)[cH:108][cH:109]1>>[c:2]1([CH:27]=[CH2:30])[cH:3][cH:4][cH:5][c:6]2[c:12]1[O:11][CH2:10][CH2:9][N:8]([C:13](=[O:14])[O:15][C:16]([CH3:17])([CH3:18])[CH3:19])[CH2:7]2. Starting materials: OC1=CC=C2C(=C(C(C2=C1)=O)C=1C=NC=CC1)C1=CC=CC=C1 (6-Hydroxy-3-phenyl-2-(pyridin-3-yl)-1H-inden-1-one), BrC=1C(C2=CC(=CC=C2C1C1=CC=CC=C1)O)=O (2-bromo-6-hydroxy-3-phenyl-1H-inden-1-one), CN(CCCO)C (3-(dimethylamino)propanol). Conditions: time 4 day. The product is CN(CCCOC1=CC=C2C(=C(C(C2=C1)=O)C=1C=NC=CC1)C1=CC=CC=C1)C (6-(3-(Dimethylamino)propoxy)-3-phenyl-2-(pyridin-3-yl)-1H-inden-1-one). Yield: 30.0%. RXN SMILES: [OH:1][C:2]1[CH:10]=[C:9]2[C:5]([C:6]([C:18]3[CH:23]=[CH:22][CH:21]=[CH:20][CH:19]=3)=[C:7]([C:12]3[CH:13]=[N:14][CH:15]=[CH:16][CH:17]=3)[C:8]2=[O:11])=[CH:4][CH:3]=1.BrC1C(=O)C2C(C=1C1C=CC=CC=1)=CC=C(O)C=2.[CH3:42][N:43]([CH3:48])[CH2:44][CH2:45][CH2:46]O>>[CH3:42][N:43]([CH3:48])[CH2:44][CH2:45][CH2:46][O:1][C:2]1[CH:10]=[C:9]2[C:5]([C:6]([C:18]3[CH:19]=[CH:20][CH:21]=[CH:22][CH:23]=3)=[C:7]([C:12]3[CH:13]=[N:14][CH:15]=[CH:16][CH:17]=3)[C:8]2=[O:11])=[CH:4][CH:3]=1. Procedure details: The procedure of Step 6 of Example 1 was repeated except for using 6-hydroxy-3-phenyl-2-(pyridin-3-yl)-1H-inden-1-one obtained in Step 1 of Example 55 as a starting material instead of 2-bromo-6-hydroxy-3-phenyl-1H-inden-1-one, 3-(dimethylamino)propanol instead of 4-(2-hydroxyethyl)morpholine, being stirred for 4 d, and being recrystallized with EtOAc to obtain the title compound (30%). The reactants are OC=1C=C2C(C(=COC2=CC1)C(O)P(O)(O)=O)=O ([(6-Hydroxy-4-oxo-4H-chromen-3-yl)hydroxymethyl]phosphonic acid), I (hydroiodic acid), red phosphorus. Solvent: C(C)(=O)O (acetic acid). Reaction conditions: temperature 112.5 celsius. The product is OC=1C=C2C(C(=COC2=CC1)CP(O)(O)=O)=O ([(6-hydroxy-4-oxo-4H-chromen-3-yl)methyl]phosphonic acid). Reaction SMILES: [OH:1][C:2]1[CH:3]=[C:4]2[C:9](=[CH:10][CH:11]=1)[O:8][CH:7]=[C:6]([CH:12]([P:14](=[O:17])([OH:16])[OH:15])O)[C:5]2=[O:18].I>C(O)(=O)C>[OH:1][C:2]1[CH:3]=[C:4]2[C:9](=[CH:10][CH:11]=1)[O:8][CH:7]=[C:6]([CH2:12][P:14](=[O:15])([OH:16])[OH:17])[C:5]2=[O:18]. Reported procedure: [(6-Hydroxy-4-oxo-4H-chromen-3-yl)hydroxymethyl]phosphonic acid (10 mmol), prepared in accordance with Example 2d), hydroiodic acid (57%) (38 mmol) and red phosphorus (20 mmol) are added to acetic acid (100 ml). This mixture is heated at 110-115° C. until the reaction is complete. The hot reaction mixture is subsequently filtered, and the residue is washed twice with 10 ml of hot acetic acid. The filtrate is decolourised by addition of aqueous Na2SO3 solution. A solid precipitates at temperature...